This data is from the Open Reaction Database (ORD), a public repository of structured organic reaction records. The task is: describe an organic reaction: reactants, conditions, products, and yield Reactants: dicholoro-o-xylene, C([O-])([O-])=O.[K+].[K+] (potassium carbonate), OCS(=O)[O-].[Na+] (Sodium hydroxymethanesulfinate), C(C)(=O)OCC.CCCCCC (ethyl acetate hexane). The reagents and catalysts are [I-].[Na+] (sodium iodide). Solvent: CS(=O)C (DMSO), CS(=O)C (DMSO), CO.C(C)(=O)OCC (methanol ethyl acetate). Reaction conditions: time 1 hour. The product is C1OS(CC2=C1C=CC=C2)=O (1,4-dihydro-2,3-benzoxathiin-3-oxide). Reaction SMILES: O[CH2:2][S:3]([O-:5])=[O:4].[Na+].C(=O)([O-])[O-].[K+].[K+].C(O[CH2:17][CH3:18])(=O)C.[CH3:19][CH2:20][CH2:21][CH2:22][CH2:23]C>CS(C)=O.CO.C(OCC)(=O)C.[I-].[Na+]>[CH2:23]1[C:22]2[CH:21]=[CH:20][CH:19]=[CH:17][C:18]=2[CH2:2][S:3](=[O:4])[O:5]1 |f:0.1,2.3.4,5.6,8.9,10.11|. Reported procedure: Sodium hydroxymethanesulfinate (Rongalite™) (180 g; 1.17 mol) was suspended in DMSO (400 mL) and left to stir for 10 min. before dicholoro-o-xylene (102.5 g; 0.59 mol), potassium carbonate (121.4 g; 0.88 mol) and sodium iodide (1.1 g; 7 mmol) were added consecutively. More DMSO (112 mL) was used to rinse residual materials into the reaction mixture before the whole was allowed to stir at room temperature. The initial endothermic reaction became mildly exothermic after around 1 h causing the inte... As a reaction SMILES: [Cl:1][C:2]1[CH:10]=[C:9]2[C:5]([C:6]([C:11]([N:13]3[CH2:18][CH2:17][CH:16]([C:19]4[C:24]([O:25][CH3:26])=[CH:23][CH:22]=[CH:21][C:20]=4[O:27][CH3:28])[CH2:15][CH2:14]3)=[O:12])=[CH:7][NH:8]2)=[CH:4][CH:3]=1.Cl[CH2:30][C:31]([C:33]1[CH:38]=[CH:37][CH:36]=[CH:35][N:34]=1)=[O:32]>>[Cl:1][C:2]1[CH:10]=[C:9]2[C:5]([C:6]([C:11]([N:13]3[CH2:14][CH2:15][CH:16]([C:19]4[C:24]([O:25][CH3:26])=[CH:23][CH:22]=[CH:21][C:20]=4[O:27][CH3:28])[CH2:17][CH2:18]3)=[O:12])=[CH:7][N:8]2[CH2:30][C:31]([C:33]2[CH:38]=[CH:37][CH:36]=[CH:35][N:34]=2)=[O:32])=[CH:4][CH:3]=1. Procedure: Following general procedure II, the alkylation of (6-chloro-1H-indol-3-yl)-[4-(2,6-dimethoxy-phenyl)-piperidin-1-yl]-methanone (preparation described herein), with commercially available 2-chloro-1-pyridin-2-yl-ethanone gave the title compound. Yields the product ClC1=CC=C2C(=CN(C2=C1)CC(=O)C1=NC=CC=C1)C(=O)N1CCC(CC1)C1=C(C=CC=C1OC)OC (2-{6-Chloro-3-[4-(2,6-dimethoxy-phenyl)-piperidine-1-carbonyl]-indol-1-yl}-1-pyridin-2-yl-ethanone). Starting materials: ClC1=CC=C2C(=CNC2=C1)C(=O)N1CCC(CC1)C1=C(C=CC=C1OC)OC ((6-chloro-1H-indol-3-yl)-[4-(2,6-dimethoxy-phenyl)-piperidin-1-yl]-methanone), ClCC(=O)C1=NC=CC=C1 (2-chloro-1-pyridin-2-yl-ethanone). Reactants: CC(C)N1CCC(O)CC1, Oc1ccc(C2(CN3CCOCC3)CCOCC2)cc1, CC(C)OC(=O)N=NC(=O)OC(C)C, c1ccc(P(c2ccccc2)c2ccccc2)cc1. The product is CC(C)N1CCC(Oc2ccc(C3(CN4CCOCC4)CCOCC3)cc2)CC1. RXN SMILES: [CH:21]([CH3:22])([CH3:23])[N:24]1[CH2:25][CH2:26][CH:27]([OH:30])[CH2:28][CH2:29]1.[O:1]1[CH2:2][CH2:3][N:4]([CH2:7][C:8]2([c:14]3[cH:15][cH:16][c:17]([OH:20])[cH:18][cH:19]3)[CH2:9][CH2:10][O:11][CH2:12][CH2:13]2)[CH2:5][CH2:6]1.[O:50]=[C:51]([O:52][CH:53]([CH3:54])[CH3:55])[N:56]=[N:57][C:58]([O:59][CH:60]([CH3:61])[CH3:62])=[O:63].[c:31]1([P:32]([c:33]2[cH:34][cH:35][cH:36][cH:37][cH:38]2)[c:39]2[cH:40][cH:41][cH:42][cH:43][cH:44]2)[cH:45][cH:46][cH:47][cH:48][cH:49]1>>[O:1]1[CH2:2][CH2:3][N:4]([CH2:7][C:8]2([c:14]3[cH:15][cH:16][c:17]([O:20][CH:27]4[CH2:26][CH2:25][N:24]([CH:21]([CH3:22])[CH3:23])[CH2:29][CH2:28]4)[cH:18][cH:19]3)[CH2:9][CH2:10][O:11][CH2:12][CH2:13]2)[CH2:5][CH2:6]1. Reactants: C(C)OC(=O)C=1C(=C2C(=C(N1)C#N)N(C=C2Br)CC2=CC=CC=C2)OC(C)=O (4-acetoxy-1-benzyl-3-bromo-7-cyano-1H-pyrrolo[2,3-c]pyridine-5-carboxylic acid ethyl ester), C[Sn](C)(C)C (tetramethyl tin). Reagents/catalysts: Cl[Pd]([P](C1=CC=CC=C1)(C2=CC=CC=C2)C3=CC=CC=C3)([P](C4=CC=CC=C4)(C5=CC=CC=C5)C6=CC=CC=C6)Cl (Pd(PPh3)2Cl2). Product: C(C)OC(=O)C=1C(=C2C(=C(N1)C#N)N(C=C2C)CC2=CC=CC=C2)OC(C)=O (4-Acetoxy-1-benzyl-7-cyano-3-methyl-1H-pyrrolo[2,3-c]pyridine-5-carboxylic acid ethyl ester). Reaction SMILES: [CH2:1]([O:3][C:4]([C:6]1[C:7]([O:25][C:26](=[O:28])[CH3:27])=[C:8]2[C:16](Br)=[CH:15][N:14]([CH2:18][C:19]3[CH:24]=[CH:23][CH:22]=[CH:21][CH:20]=3)[C:9]2=[C:10]([C:12]#[N:13])[N:11]=1)=[O:5])[CH3:2].[CH3:29][Sn](C)(C)C>Cl[Pd](Cl)([P](C1C=CC=CC=1)(C1C=CC=CC=1)C1C=CC=CC=1)[P](C1C=CC=CC=1)(C1C=CC=CC=1)C1C=CC=CC=1>[CH2:1]([O:3][C:4]([C:6]1[C:7]([O:25][C:26](=[O:28])[CH3:27])=[C:8]2[C:16]([CH3:29])=[CH:15][N:14]([CH2:18][C:19]3[CH:24]=[CH:23][CH:22]=[CH:21][CH:20]=3)[C:9]2=[C:10]([C:12]#[N:13])[N:11]=1)=[O:5])[CH3:2] |^1:36,55|. Procedure details: Prepared in analogy to a Stille methylation step in the Example 103(b) from 4-acetoxy-1-benzyl-3-bromo-7-cyano-1H-pyrrolo[2,3-c]pyridine-5-carboxylic acid ethyl ester, tetramethyl tin, and Pd(PPh3)2Cl2. The title compound, ESI MS (m/z): 378 (M+H)+. Reactants: COC(=O)C(N1CCN(Cc2nc3ccccc3n2C)C1=O)C(C)(C)C, [Li+], C1CCOC1, [OH-], O. Product: Cn1c(CN2CCN(C(C(=O)O)C(C)(C)C)C2=O)nc2ccccc21. Reaction SMILES: [CH3:1][O:2][C:3]([CH:4]([C:5]([CH3:6])([CH3:7])[CH3:8])[N:9]1[C:10](=[O:25])[N:11]([CH2:14][c:15]2[n:16][c:17]3[c:18]([n:19]2[CH3:20])[cH:21][cH:22][cH:23][cH:24]3)[CH2:12][CH2:13]1)=[O:26].[Li+:28].[O:29]1[CH2:30][CH2:31][CH2:32][CH2:33]1.[OH-:27].[OH2:34]>>[O:2]=[C:3]([CH:4]([C:5]([CH3:6])([CH3:7])[CH3:8])[N:9]1[C:10](=[O:25])[N:11]([CH2:14][c:15]2[n:16][c:17]3[c:18]([n:19]2[CH3:20])[cH:21][cH:22][cH:23][cH:24]3)[CH2:12][CH2:13]1)[OH:26]. Reactants: NCCN1C(S\C(\C1=O)=C/C=1C=C2C=NN(C2=CC1)CC1=C(C=C(C=C1)Cl)C(F)(F)F)=O (3-(2-aminoethyl)-(5Z)-5-({1-[4-chloro-2-(trifluoromethyl)benzyl]-1H-indazol-5-yl}methylidene)-1,3-thiazolidine-2,4-dione), ClCS(=O)(=O)Cl (chloromethanesulfonyl chloride). The product is ClCS(=O)(=O)NCCN1C(S\C(\C1=O)=C/C=1C=C2C=NN(C2=CC1)CC1=C(C=C(C=C1)Cl)C(F)(F)F)=O (1-Chloro-N-{2-[(5Z)-5-({1-[4-chloro-2-(trifluoromethyl)benzyl]-1H-indazol-5-yl}-methylidene)-2,4-dioxo-1,3-thiazolidin-3-yl]ethyl}methanesulfonamide). As a reaction SMILES: [NH2:1][CH2:2][CH2:3][N:4]1[C:8](=[O:9])/[C:7](=[CH:10]/[C:11]2[CH:12]=[C:13]3[C:17](=[CH:18][CH:19]=2)[N:16]([CH2:20][C:21]2[CH:26]=[CH:25][C:24]([Cl:27])=[CH:23][C:22]=2[C:28]([F:31])([F:30])[F:29])[N:15]=[CH:14]3)/[S:6][C:5]1=[O:32].[Cl:33][CH2:34][S:35](Cl)(=[O:37])=[O:36]>>[Cl:33][CH2:34][S:35]([NH:1][CH2:2][CH2:3][N:4]1[C:8](=[O:9])/[C:7](=[CH:10]/[C:11]2[CH:12]=[C:13]3[C:17](=[CH:18][CH:19]=2)[N:16]([CH2:20][C:21]2[CH:26]=[CH:25][C:24]([Cl:27])=[CH:23][C:22]=2[C:28]([F:30])([F:29])[F:31])[N:15]=[CH:14]3)/[S:6][C:5]1=[O:32])(=[O:37])=[O:36]. Procedure: 1-Chloro-N-{2-[(5Z)-5-({1-[4-chloro-2-(trifluoromethyl)benzyl]-1H-indazol-5-yl}-methylidene)-2,4-dioxo-1,3-thiazolidin-3-yl]ethyl}methanesulfonamide was prepared from 3-(2-aminoethyl)-(5Z)-5-({1-[4-chloro-2-(trifluoromethyl)benzyl]-1H-indazol-5-yl}methylidene)-1,3-thiazolidine-2,4-dione (from Example 49) and chloromethanesulfonyl chloride following General Procedure U.